This data is from the Open Reaction Database (ORD), a public repository of structured organic reaction records. The task is: describe an organic reaction: reactants, conditions, products, and yield Reactants: OCC(=O)OCC1=CC=CC=C1 (Benzyl 2-hydroxyacetate), C([O-])([O-])=O.[Na+].[Na+] (sodium carbonate), S(=O)(=O)([O-])[O-].[Na+].[Na+] (sodium sulfate), FC(C(=O)O)(S(=O)(=O)F)F (2,2-Difluoro-2-(fluorosulfonyl)acetic acid). The solvent is CC#N (MeCN). Run at temperature 45 celsius. Yields the product FC(OCC(=O)OCC1=CC=CC=C1)F (benzyl 2-(difluoromethoxy)acetate). Reaction SMILES: [OH:1][CH2:2][C:3]([O:5][CH2:6][C:7]1[CH:12]=[CH:11][CH:10]=[CH:9][CH:8]=1)=[O:4].S([O-])([O-])(=O)=O.[Na+].[Na+].[F:20][C:21]([F:29])(S(F)(=O)=O)C(O)=O.C(=O)([O-])[O-].[Na+].[Na+]>CC#N>[F:20][CH:21]([F:29])[O:1][CH2:2][C:3]([O:5][CH2:6][C:7]1[CH:12]=[CH:11][CH:10]=[CH:9][CH:8]=1)=[O:4] |f:1.2.3,5.6.7|. Procedure details: Benzyl 2-hydroxyacetate (3.2 ml, 22.2 mmol), sodium sulfate (0.63 g, 4.4 mmol), and MeCN (34 ml) were placed in a 100 ml two-necked RBF fitted with a magnetic stirrer, a dropping funnel and a refluxing condenser. 2,2-Difluoro-2-(fluorosulfonyl)acetic acid (9.18 ml, 89 mmol) was then added with stirring at 45° C. After addition, the mixture was further stirred for 1 h at this temperature. The reaction mixture was poured into 10% aqueous sodium carbonate and was extracted with diethyl ether, the c... Reactants: CN1CCNCC1, CC(C)(C)[O-], O=S(=O)(c1ccccc1)c1cnc2c(I)cccc2c1, [Na+], O=C(C=Cc1ccccc1)C=Cc1ccccc1, O=C(C=Cc1ccccc1)C=Cc1ccccc1, O=C(C=Cc1ccccc1)C=Cc1ccccc1, [Pd], [Pd]. Yields the product CN1CCN(c2cccc3cc(S(=O)(=O)c4ccccc4)cnc23)CC1. Reaction SMILES: [CH3:21][N:22]1[CH2:23][CH2:24][NH:25][CH2:26][CH2:27]1.[CH3:28][C:29]([CH3:30])([O-:31])[CH3:32].[I:1][c:2]1[cH:3][cH:4][cH:5][c:6]2[cH:7][c:8]([S:12](=[O:13])(=[O:14])[c:15]3[cH:16][cH:17][cH:18][cH:19][cH:20]3)[cH:9][n:10][c:11]12.[Na+:33].[O:36]=[C:37]([CH:38]=[CH:39][c:40]1[cH:41][cH:42][cH:43][cH:44][cH:45]1)[CH:46]=[CH:47][c:48]1[cH:49][cH:50][cH:51][cH:52][cH:53]1.[O:54]=[C:55]([CH:56]=[CH:57][c:58]1[cH:59][cH:60][cH:61][cH:62][cH:63]1)[CH:64]=[CH:65][c:66]1[cH:67][cH:68][cH:69][cH:70][cH:71]1.[O:72]=[C:73]([CH:74]=[CH:75][c:76]1[cH:77][cH:78][cH:79][cH:80][cH:81]1)[CH:82]=[CH:83][c:84]1[cH:85][cH:86][cH:87][cH:88][cH:89]1.[Pd:34].[Pd:35]>>[c:2]1([N:25]2[CH2:24][CH2:23][N:22]([CH3:21])[CH2:27][CH2:26]2)[cH:3][cH:4][cH:5][c:6]2[cH:7][c:8]([S:12](=[O:13])(=[O:14])[c:15]3[cH:16][cH:17][cH:18][cH:19][cH:20]3)[cH:9][n:10][c:11]12. Reactants: COP(OC)(=O)CC1=CC=C(C=C1)C(NC1=C(C=CC(=C1)C=1SC=CC1)N)=O ([4-(2-Amino-5-thiophen-2-yl-phenylcarbamoyl)-benzyl]-phosphonic acid dimethyl ester), [OH-].[Na+] (sodium hydroxide), C(=O)(C(F)(F)F)O (TFA). Yields the product COP(O)(=O)CC1=CC=C(C=C1)C(NC1=C(C=CC(=C1)C=1SC=CC1)N)=O ([4-(2-Amino-5-thiophen-2-yl-phenylcarbamoyl)-benzyl]-phosphonic acid monomethyl ester). Procedure: [4-(2-Amino-5-thiophen-2-yl-phenylcarbamoyl)-benzyl]-phosphonic acid dimethyl ester (35 mg, 0.066 mmol) was made 0.25 M in dioxane and to this stirring solution was added 5N aqueous sodium hydroxide (26 μL, 0.132 mmol). The resulting solution was stirred at 80° C. overnight then diluted with DMF, acidified with TFA, and purified by HPLC (0-60% MeCN in water w/0.025% TFA) to afford the title compound: 1H NMR (DMSO-d6, 600 MHz) δ9.80 (s, 1H), 7.91 (d, J=8.4 Hz, 2H), 7.48-7.50 (m, 1H), 7.31-7.42 (m... The solvent is O1CCOCC1 (dioxane), CN(C)C=O (DMF). Reaction SMILES: [CH3:1][O:2][P:3]([CH2:7][C:8]1[CH:13]=[CH:12][C:11]([C:14](=[O:28])[NH:15][C:16]2[CH:21]=[C:20]([C:22]3[S:23][CH:24]=[CH:25][CH:26]=3)[CH:19]=[CH:18][C:17]=2[NH2:27])=[CH:10][CH:9]=1)(=[O:6])[O:4]C.[OH-].[Na+].C(O)(C(F)(F)F)=O>O1CCOCC1.CN(C=O)C>[CH3:1][O:2][P:3]([CH2:7][C:8]1[CH:9]=[CH:10][C:11]([C:14](=[O:28])[NH:15][C:16]2[CH:21]=[C:20]([C:22]3[S:23][CH:24]=[CH:25][CH:26]=3)[CH:19]=[CH:18][C:17]=2[NH2:27])=[CH:12][CH:13]=1)(=[O:4])[OH:6] |f:1.2|. Run at temperature 80 celsius, time 8 hour. Reactants: CC1=CC(NC2=CC=C(C=C12)OCCCCl)=O (4-methyl-6-(3-chloropropoxy)carbostyril), [I-].[Na+] (sodium iodide), C(C1=CC=CC=C1)C1CCNCC1 (4-benzylpiperidine), C(O)([O-])=O.[Na+] (sodium hydrogencarbonate). The solvent is CC(=O)C (acetone), C(C)N(CC)CC (triethylamine), CN(C=O)C (dimethylformamide). Reaction conditions: temperature 50 celsius, time 1 hour. Product: CC1=CC(NC2=CC=C(C=C12)OCCCN1CCC(CC1)CC1=CC=CC=C1)=O (4-methyl-6-[3-(4-benzyl-1-piperidyl)propoxy]-carbostyril). Yield: 82.0%. As a reaction SMILES: [CH3:1][C:2]1[C:11]2[C:6](=[CH:7][CH:8]=[C:9]([O:12][CH2:13][CH2:14][CH2:15]Cl)[CH:10]=2)[NH:5][C:4](=[O:17])[CH:3]=1.[I-].[Na+].[CH2:20]([CH:27]1[CH2:32][CH2:31][NH:30][CH2:29][CH2:28]1)[C:21]1[CH:26]=[CH:25][CH:24]=[CH:23][CH:22]=1.C(=O)([O-])O.[Na+]>C(N(CC)CC)C.CN(C)C=O.CC(C)=O>[CH3:1][C:2]1[C:11]2[C:6](=[CH:7][CH:8]=[C:9]([O:12][CH2:13][CH2:14][CH2:15][N:30]3[CH2:31][CH2:32][CH:27]([CH2:20][C:21]4[CH:26]=[CH:25][CH:24]=[CH:23][CH:22]=4)[CH2:28][CH2:29]3)[CH:10]=2)[NH:5][C:4](=[O:17])[CH:3]=1 |f:1.2,4.5|. Procedure: 2.5 Grams of 4-methyl-6-(3-chloropropoxy)carbostyril, 1.8 g of sodium iodide were mixed with 50 ml of acetone and the mixture was stirred at 50° C. for 1 hour, then 50 ml of dimethylformamide was added and acetone was removed by distillation under a reduced pressure. To the residue thus obtained was added 1.5 g of triethylamine and 1.6 g of 4-benzylpiperidine and the mixture was heated at 70°-80° C. for 7 hours under stirring condition. The reaction mixture was then concentrated under a reduced ...